From a dataset of the Open Reaction Database (ORD), a public repository of structured organic reaction records. describe an organic reaction: reactants, conditions, products, and yield The reactants are C(=O)[O-].[NH4+] (ammonium formate), [OH-].[Na+] (sodium hydroxide), FC(C1=CC=C(C=C1)SCCC=O)(F)F (3-(4-trifluoromethylphenylthio)propanal), C(CC(=O)C)(=O)OC (methyl acetoacetate), Cl (hydrochloric acid), Cl (hydrochloric acid). Reagents/catalysts: [Br-].C(CCC)[N+](CCCC)(CCCC)CCCC (tetrabutylammonium bromide). Run in C1(=CC=CC=C1)C (toluene), O (water). Run at time 3 hour. The product is OC(CC(C)=O)CCSC1=CC=C(C=C1)C(F)(F)F (4-hydroxy-6-(4-trifluoromethylphenylthio)-2-hexanone). Isolated yield 77.5%. RXN SMILES: C(OC)(=O)[CH2:2][C:3]([CH3:5])=[O:4].[OH-].[Na+].Cl.C([O-])=O.[NH4+].[F:16][C:17]([F:30])([F:29])[C:18]1[CH:23]=[CH:22][C:21]([S:24][CH2:25][CH2:26][CH:27]=[O:28])=[CH:20][CH:19]=1>O.[Br-].C([N+](CCCC)(CCCC)CCCC)CCC.C1(C)C=CC=CC=1>[OH:28][CH:27]([CH2:26][CH2:25][S:24][C:21]1[CH:22]=[CH:23][C:18]([C:17]([F:29])([F:16])[F:30])=[CH:19][CH:20]=1)[CH2:2][C:3](=[O:4])[CH3:5] |f:1.2,4.5,8.9|. Procedure: 7.55 Grams of methyl acetoacetate were dissolved in 10 ml of water, and 9.1 g of a 30% aqueous sodium hydroxide solution were added thereto by drops while cooling the mixture to 35° C. or less. After having been stirred at 30°-35° C. for 3 hours, the mixture was adjusted to pH 7.5 with a concentrated aqueous hydrochloric acid solution. Thereafter, 0.32 g of ammonium formate and 1.61 g of tetrabutylammonium bromide were added thereto and then 54.0 g of a toluene solution containing 17.4% of 3-(4-... Starting materials: C1CCOC1, CO, CCOC(=O)C1=Cc2cc(Cl)c(Oc3ccc(CC)cc3)cc2OC1C(F)(F)F, Cl, O. Yields the product CCc1ccc(Oc2cc3c(cc2Cl)C=C(C(=O)O)C(C(F)(F)F)O3)cc1. RXN SMILES: [CH2:30]1[O:31][CH2:32][CH2:33][CH2:34]1.[CH3:35][OH:36].[Cl:1][c:2]1[cH:3][c:4]2[c:9]([cH:10][c:11]1[O:12][c:13]1[cH:14][cH:15][c:16]([CH2:19][CH3:20])[cH:17][cH:18]1)[O:8][CH:7]([C:21]([F:22])([F:23])[F:24])[C:6]([C:25](=[O:26])[O:27][CH2:28][CH3:29])=[CH:5]2.[ClH:37].[OH2:38]>>[Cl:1][c:2]1[cH:3][c:4]2[c:9]([cH:10][c:11]1[O:12][c:13]1[cH:14][cH:15][c:16]([CH2:19][CH3:20])[cH:17][cH:18]1)[O:8][CH:7]([C:21]([F:22])([F:23])[F:24])[C:6]([C:25](=[O:26])[OH:27])=[CH:5]2. Starting materials: COCOc1cccnc1C(O)c1ccc(F)c(Br)c1, CCOC(C)=O. Product: COCOc1cccnc1C(=O)c1ccc(F)c(Br)c1. Reaction SMILES: [Br:1][c:2]1[cH:3][c:4]([CH:5]([OH:6])[c:7]2[n:8][cH:9][cH:10][cH:11][c:12]2[O:13][CH2:14][O:15][CH3:16])[cH:17][cH:18][c:19]1[F:20].[CH3:21][CH2:22][O:23][C:24](=[O:25])[CH3:26]>>[Br:1][c:2]1[cH:3][c:4]([C:5](=[O:6])[c:7]2[n:8][cH:9][cH:10][cH:11][c:12]2[O:13][CH2:14][O:15][CH3:16])[cH:17][cH:18][c:19]1[F:20]. Reactants: C=C1CC(C(C1)C1=CC=CC=C1)CN1CCC(CC1)N(CCC)C(=O)NCC1=CC=CC=C1 (1-methylene-3-(SR)-((4-(N-(benzylaminocarbonyl)-N-(prop-1-yl)amino)piperidin-1-yl)methyl)-4-(SR)-phenylcyclopentane), Cl (hydrogen chloride), CCOCC (ether), CO (methanol). Run at time 10 minute. The product is CCN(C(C)C)C(C)C (DIPEA), C(C1=CC=CC=C1)NC(=O)N(CCC)C1CCN(CC1)CC1CC(CC1C1=CC=CC=C1)=O (3-(SR)-((4-(N-(Benzylaminocarbonyl)-N-(prop-1-yl)amino)piperidin-1-yl)methyl)-4-(SR)-phenylcyclopentan-1-one). Yield: 1.0%. As a reaction SMILES: C=[C:2]1[CH2:6][CH:5]([C:7]2[CH:12]=[CH:11][CH:10]=[CH:9][CH:8]=2)[CH:4]([CH2:13][N:14]2[CH2:19][CH2:18][CH:17]([N:20]([C:24]([NH:26][CH2:27][C:28]3[CH:33]=[CH:32][CH:31]=[CH:30][CH:29]=3)=[O:25])[CH2:21][CH2:22][CH3:23])[CH2:16][CH2:15]2)[CH2:3]1.Cl.CC[O:37][CH2:38][CH3:39].[CH3:40]O>>[CH3:22][CH2:21][N:20]([CH:38]([CH3:39])[CH3:40])[CH:17]([CH3:18])[CH3:16].[CH2:27]([NH:26][C:24]([N:20]([CH:17]1[CH2:18][CH2:19][N:14]([CH2:13][CH:4]2[CH:5]([C:7]3[CH:8]=[CH:9][CH:10]=[CH:11][CH:12]=3)[CH2:6][C:2](=[O:37])[CH2:3]2)[CH2:15][CH2:16]1)[CH2:21][CH2:22][CH3:23])=[O:25])[C:28]1[CH:33]=[CH:32][CH:31]=[CH:30][CH:29]=1. Procedure: To a solution of 1-methylene-3-(SR)-((4-(N-(benzylaminocarbonyl)-N-(prop-1-yl)amino)piperidin-1-yl)methyl)-4-(SR)-phenylcyclopentane from Step D (1.8 g, 4.0 mmol) in methanol (50 mL) was added 1M hydrogen chloride in ether (6.0 mL, 6.0 mmol). The solution was cooled in a dry ice/acetone bath and ozone was bubbled into the solution until the blue color persisted. The excess ozone was removed with a stream of nitrogen and then dimethylsulfide (5 mL) was added. After 10 min, the bath was removed an...